From a dataset of the Open Reaction Database (ORD), a public repository of structured organic reaction records. describe an organic reaction: reactants, conditions, products, and yield Reactants: BrC=1C=C(CCN)C=C(C1)C (N-(3-bromo-5-methylbenzyl)methylamine), C([O-])([O-])=O.[Na+].[Na+] (sodium carbonate), CN(C=O)C (N,N-dimethylformamide), BrCC=CC#CC(C)(C)C (1-bromo-6,6-dimethyl-2-hepten-4-yne), CN(C=O)C (N,N-dimethylformamide). Yields the product CC(C#C/C=C/CN(C)CC1=CC(=CC(=C1)C)Br)(C)C (trans-N-(6,6-Dimethyl-2-hepten-4-ynyl)-N-methyl-(3-bromo-5-methylbenzyl)amine). Isolated yield 56.3%. Reaction SMILES: [Br:1][C:2]1[CH:3]=[C:4]([CH:8]=[C:9]([CH3:11])[CH:10]=1)[CH2:5]CN.C(=O)([O-])[O-].[Na+].[Na+].Br[CH2:19][CH:20]=[CH:21][C:22]#[C:23][C:24]([CH3:27])([CH3:26])[CH3:25].[CH3:28][N:29](C)C=O>>[CH3:25][C:24]([CH3:27])([CH3:26])[C:23]#[C:22]/[CH:21]=[CH:20]/[CH2:19][N:29]([CH2:5][C:4]1[CH:8]=[C:9]([CH3:11])[CH:10]=[C:2]([Br:1])[CH:3]=1)[CH3:28] |f:1.2.3|. Procedure: N-(3-bromo-5-methylbenzyl)methylamine (2.68 g; 12.5 mmol) and sodium carbonate (1.89 g; 17.9 mmol) were added to N,N-dimethylformamide (20 ml). While the mixture was stirred at room temperature, 1-bromo-6,6-dimethyl-2-hepten-4-yne (2.40 g; 11.9 mmol) in N,N-dimethylformamide (15 ml) was added dropwise. The mixture was stirred at room temperature for 1.5 hours, and reaction was stopped by pouring the mixture into ice+saturated aqueous sodium bicarbonate solution, followed by extraction with ethyl... The reactants are [Al+3], C1CCOC1, CCOC(=O)c1cn2cc(-c3cnc(CC(C)C)s3)cc(-c3ccc(F)cc3F)c2n1, [H-], [H-], [H-], [H-], [Li+], [Na+], [OH-], O. Yields the product CC(C)Cc1ncc(-c2cc(-c3ccc(F)cc3F)c3nc(CO)cn3c2)s1. Reaction SMILES: [Al+3:33].[CH2:41]1[O:42][CH2:43][CH2:44][CH2:45]1.[F:1][c:2]1[c:3](-[c:9]2[c:10]3[n:11]([cH:12][c:13](-[c:15]4[cH:16][n:17][c:18]([CH2:20][CH:21]([CH3:22])[CH3:23])[s:19]4)[cH:14]2)[cH:24][c:25]([C:27](=[O:28])[O:29][CH2:30][CH3:31])[n:26]3)[cH:4][cH:5][c:6]([F:8])[cH:7]1.[H-:32].[H-:35].[H-:36].[H-:37].[Li+:34].[Na+:39].[OH-:38].[OH2:40]>>[F:1][c:2]1[c:3](-[c:9]2[c:10]3[n:11]([cH:12][c:13](-[c:15]4[cH:16][n:17][c:18]([CH2:20][CH:21]([CH3:22])[CH3:23])[s:19]4)[cH:14]2)[cH:24][c:25]([CH2:27][OH:28])[n:26]3)[cH:4][cH:5][c:6]([F:8])[cH:7]1. Starting materials: C(C1=CC=CC=C1)(=O)C=1C=C(C=CC1)C(C(=O)O)C (2-(3-benzoylphenyl)propionic acid), S(=O)(Cl)Cl (thionyl chloride), C1=CC=CC=C1 (benzene), acid chloride, CO (methanol), 1L, C1=CC=CC=C1 (benzene), S(=O)(Cl)Cl (thionyl chloride). Run in C(Cl)Cl (methylene chloride). Product: C(C1=CC=CC=C1)(=O)C=1C=C(C=CC1)C(C(=O)OC)C (Methyl 2-(3-benzoylphenyl)propionate). Isolated yield 92.0%. As a reaction SMILES: [C:1]([C:9]1[CH:10]=[C:11]([CH:15]([CH3:19])[C:16]([OH:18])=[O:17])[CH:12]=[CH:13][CH:14]=1)(=[O:8])[C:2]1[CH:7]=[CH:6][CH:5]=[CH:4][CH:3]=1.[CH:20]1C=CC=CC=1.S(Cl)(Cl)=O.CO>C(Cl)Cl>[C:1]([C:9]1[CH:10]=[C:11]([CH:15]([CH3:19])[C:16]([O:18][CH3:20])=[O:17])[CH:12]=[CH:13][CH:14]=1)(=[O:8])[C:2]1[CH:3]=[CH:4][CH:5]=[CH:6][CH:7]=1. Procedure details: In a reaction flask with mechanical stirring and reflux condenser, 263 g of 2-(3-benzoylphenyl)propionic acid (VI with R1 =CH3 and R2 =H) were suspended in 1L of dry benzene. Then 154 g of thionyl chloride were added and the mixture was heated under reflux for 5 hours. After cooling at room temperature, benzene and unreacted thionyl chloride were eliminated under vacuum. To the resulting residue (corresponding to the acid chloride) 400 mL of absolute methanol were added with care. The resulting ... Starting materials: CC(C)(C)OC(=O)N1CCC(=O)CC1, [BH3-]C#N, CCO, c1cc(N2CCNCC2)ccc1C1CCCCC1, ClCCl, [Na+], O. Yields the product CC(C)(C)OC(=O)N1CCC(N2CCN(c3ccc(C4CCCCC4)cc3)CC2)CC1. As a reaction SMILES: [C:1]([CH3:2])([CH3:3])([CH3:4])[O:5][C:6](=[O:7])[N:8]1[CH2:9][CH2:10][C:11](=[O:14])[CH2:12][CH2:13]1.[C:36]([BH3-:37])#[N:38].[CH3:33][CH2:34][OH:35].[CH:15]1([c:21]2[cH:22][cH:23][c:24]([N:27]3[CH2:28][CH2:29][NH:30][CH2:31][CH2:32]3)[cH:25][cH:26]2)[CH2:16][CH2:17][CH2:18][CH2:19][CH2:20]1.[Cl:40][CH2:41][Cl:42].[Na+:39].[OH2:43]>>[C:1]([CH3:2])([CH3:3])([CH3:4])[O:5][C:6](=[O:7])[N:8]1[CH2:9][CH2:10][CH:11]([N:30]2[CH2:29][CH2:28][N:27]([c:24]3[cH:23][cH:22][c:21]([CH:15]4[CH2:16][CH2:17][CH2:18][CH2:19][CH2:20]4)[cH:26][cH:25]3)[CH2:32][CH2:31]2)[CH2:12][CH2:13]1. Reactants: C1(=CC=C(C=C1)S(=O)(=O)O)C (p-toluenesulfonic acid), CC1(C[C@@H](CC(C1=C)C)O)C ((1R)-3,3,5-trimethyl-4-methylene-1-cyclohexanol), O (water). Run in C1(=CC=CC=C1)C (toluene). The product is CC=1C[C@@H](CC(C1C)(C)C)O ((1S)-3,4,5,5-tetramethyl-3-cyclohexen-1-ol). Isolated yield 92.5%. Reaction SMILES: [CH3:1][C:2]1([CH3:11])[C:7](=[CH2:8])[CH:6]([CH3:9])[CH2:5][C@@H:4]([OH:10])[CH2:3]1.C1(C)C=CC(S(O)(=O)=O)=CC=1.O>C1(C)C=CC=CC=1>[CH3:9][C:6]1[CH2:5][C@H:4]([OH:10])[CH2:3][C:2]([CH3:11])([CH3:1])[C:7]=1[CH3:8]. Procedure: 4 g of (1R)-3,3,5-trimethyl-4-methylene-1-cyclohexanol obtained in Example 2A were dissolved in 50 ml of toluene, about 6 mg of p-toluenesulfonic acid were added and the mixture was refluxed for 45 min. It was then poured into 50 ml of water and extracted twice with 50 ml of ether. The organic phase was separated off, washed with 50 ml of saturated NaHCO3 solution, dried over MgSO4 and freed of solvent under reduced pressure. The residue was chromatographed on 150 g of silica gel with hexane/EA ... Reactants: C(#N)C1=C(C=C(C=C1)[N+](=O)[O-])C#N (1,2-dicyano-4-nitrobenzene), [O-]C1=CC=CC=C1.[Na+] (sodium phenoxide), 50. Solvent: CN(C=O)C (dimethylformamide). The product is C(#N)C1=C(C=C(C=C1)OC1=CC=CC=C1)C#N (1,2-Dicyano-4-phenoxybenzene). Yield: 49.0%. Reaction SMILES: [C:1]([C:3]1[CH:8]=[CH:7][C:6]([N+]([O-])=O)=[CH:5][C:4]=1[C:12]#[N:13])#[N:2].[O-:14][C:15]1[CH:20]=[CH:19][CH:18]=[CH:17][CH:16]=1.[Na+]>CN(C)C=O>[C:1]([C:3]1[CH:8]=[CH:7][C:6]([O:14][C:15]2[CH:20]=[CH:19][CH:18]=[CH:17][CH:16]=2)=[CH:5][C:4]=1[C:12]#[N:13])#[N:2] |f:1.2|. Procedure details: The procedure of Example 35 was followed except that 1,2-dicyano-4-nitrobenzene (1.0 part) was used in place of the 1,2-dicyano-3-nitrobenzene, 1.0 parts instead of 2.79 parts of sodium phenoxide and 20 parts instead of 50 parts of dimethylformamide were used. 1,2-Dicyano-4-phenoxybenzene (0.6 parts, 49%) was obtained as a white solid, m.pt.98°-100° C. Yields the product BrC=1C=C(C=CC1)C1C=2CCCCC2NC=2CCCC(C12)=O (9-(3-Bromophenyl)-3,4,5,6,7,8,9,10-octahydro-1(2H)-acridinone). Procedure: To a stirred 70° C. mixture of 9-(3-bromophenyl)-3,4,6,7,9,10-hexahydro-1,8(2H,5H)-acridinedione (5.0 g, 13.4), ethanol (120 mL) and pyridine (40 mL) was added sodium borohydride (7.5 g) in three portions over six hours. The solvent was removed; the resulting yellow solid washed well with water and air dried to provide the title compound (4.8 g). Recrystallization from ethanol/hexane returned analytically pure yellow solid, mp 258°-260° C.; NMR: 1.41-1.51 (m,3, CH2), 1.60-1.88 (m,5, CH2), 2.09-2... The solvent is N1=CC=CC=C1 (pyridine). Yield: 99.7%. Reactants: BrC=1C=C(C=CC1)C1C=2C(CCCC2NC=2CCCC(C12)=O)=O (9-(3-bromophenyl)-3,4,6,7,9,10-hexahydro-1,8(2H,5H)-acridinedione), C(C)O (ethanol), [BH4-].[Na+] (sodium borohydride). RXN SMILES: [Br:1][C:2]1[CH:3]=[C:4]([CH:8]2[C:21]3[C:20](=O)[CH2:19][CH2:18][CH2:17][C:16]=3[NH:15][C:14]3[CH2:13][CH2:12][CH2:11][C:10](=[O:23])[C:9]2=3)[CH:5]=[CH:6][CH:7]=1.C(O)C.[BH4-].[Na+]>N1C=CC=CC=1>[Br:1][C:2]1[CH:3]=[C:4]([CH:8]2[C:9]3[C:10](=[O:23])[CH2:11][CH2:12][CH2:13][C:14]=3[NH:15][C:16]3[CH2:17][CH2:18][CH2:19][CH2:20][C:21]2=3)[CH:5]=[CH:6][CH:7]=1 |f:2.3|. Starting materials: S(=O)(Br)Br (thionyl bromide), COC=1C=C(C=CC1)C(C1=CC(=CC=C1)OC)O (di(m-methoxyphenyl)methyl alcohol), ice water. The solvent is C(C)OCC (diethyl ether), C(C)OCC (diethyl ether). Run at time 6 hour. Product: COC=1C=C(C=CC1)C(C1=CC(=CC=C1)OC)Br (Di(3-methoxyphenyl)methyl bromide). Yield: 97.2%. As a reaction SMILES: [CH3:1][O:2][C:3]1[CH:4]=[C:5]([CH:9](O)[C:10]2[CH:15]=[CH:14][CH:13]=[C:12]([O:16][CH3:17])[CH:11]=2)[CH:6]=[CH:7][CH:8]=1.S(Br)([Br:21])=O>C(OCC)C>[CH3:1][O:2][C:3]1[CH:4]=[C:5]([CH:9]([Br:21])[C:10]2[CH:15]=[CH:14][CH:13]=[C:12]([O:16][CH3:17])[CH:11]=2)[CH:6]=[CH:7][CH:8]=1. Reported procedure: 22.53 g (92.9 mmol) of di(m-methoxyphenyl)methyl alcohol were dissolved in 200 ml of diethyl ether and, under a nitrogen atmosphere, 28.76 g (138.3 mmol) of thionyl bromide dissolved in 20 ml of diethyl ether were added dropwise. After 6 hours at room temperature, the mixture was poured into ice-water, and the organic phase was separated off, washed with water and saturated NaHCO3 solution, then dried with MgSO4 and concentrated. 27.73 g (97.8%) of crude product were obtained and were immediatel... Starting materials: ClC=1C=C(C=CC1)CC(=CC(=O)OCC)C (ethyl 4-(3-chlorophenyl)-3-methylbut-2-enoate), OS(=O)(=O)O (H2SO4), ice. The solvent is ice. Run at temperature 50 celsius. The product is ClC=1C=C2C=C(C=C(C2=CC1)O)C (6-chloro-3-methylnaphthalen-1-ol). RXN SMILES: [Cl:1][C:2]1[CH:3]=[C:4]([CH2:8][C:9]([CH3:16])=[CH:10][C:11]([O:13]CC)=O)[CH:5]=[CH:6][CH:7]=1.OS(O)(=O)=O>>[Cl:1][C:2]1[CH:3]=[C:4]2[C:5](=[CH:6][CH:7]=1)[C:11]([OH:13])=[CH:10][C:9]([CH3:16])=[CH:8]2. Procedure: A flask containing the crude ethyl 4-(3-chlorophenyl)-3-methylbut-2-enoate (˜25 grams) was treated with concentrated H2SO4 (120 mL) and warmed to 50° C. for 2.5 h. The reaction was poured onto ˜500 mL of crushed ice. Once the ice had melted, the brown suspension was extracted with two portions of EtOAc (500 mL and 100 mL, respectively). The two extracts were combined, washed with saturated aq. NaHCO3, dried (MgSO4), filtered, and concentrated to ˜55 mL. The residue was treated with DCM and loade... Starting materials: CCOC(=O)/N=N/C(=O)OCC (Diethylazodicarboxylate), ON1C(C=2C(C1=O)=CC=CC2)=O (N-hydroxyphthalimide), C1(=CC=CC=C1)P(C1=CC=CC=C1)C1=CC=CC=C1 (triphenylphosphine), COC1=CC=C(C(C2=CC=C(C=C2)OC)(C2=CC=CC=C2)OCCOCCOCCOCCO)C=C1 (11-(4,4′-dimethoxytrityloxy)-3,6,9-trioxaundecanol). Run in C1CCOC1 (THF). Run at time 8 hour. Product: COC1=CC=C(C(C2=CC=C(C=C2)OC)(C2=CC=CC=C2)OCCOCCOCCOCCON2C(C=3C(C2=O)=CC=CC3)=O)C=C1 (N-[11-(4,4′-Dimethoxytrityloxy)-3,6,9-trioxaundecanyloxy]phthalimide). Isolated yield 81.8%. As a reaction SMILES: [OH:1][N:2]1[C:6](=[O:7])[C:5]2=[CH:8][CH:9]=[CH:10][CH:11]=[C:4]2[C:3]1=[O:12].C1(P(C2C=CC=CC=2)C2C=CC=CC=2)C=CC=CC=1.[CH3:32][O:33][C:34]1[CH:67]=[CH:66][C:37]([C:38]([O:53][CH2:54][CH2:55][O:56][CH2:57][CH2:58][O:59][CH2:60][CH2:61][O:62][CH2:63][CH2:64]O)([C:47]2[CH:52]=[CH:51][CH:50]=[CH:49][CH:48]=2)[C:39]2[CH:44]=[CH:43][C:42]([O:45][CH3:46])=[CH:41][CH:40]=2)=[CH:36][CH:35]=1.CCOC(/N=N/C(OCC)=O)=O>C1COCC1>[CH3:46][O:45][C:42]1[CH:41]=[CH:40][C:39]([C:38]([O:53][CH2:54][CH2:55][O:56][CH2:57][CH2:58][O:59][CH2:60][CH2:61][O:62][CH2:63][CH2:64][O:1][N:2]2[C:3](=[O:12])[C:4]3=[CH:11][CH:10]=[CH:9][CH:8]=[C:5]3[C:6]2=[O:7])([C:47]2[CH:52]=[CH:51][CH:50]=[CH:49][CH:48]=2)[C:37]2[CH:36]=[CH:35][C:34]([O:33][CH3:32])=[CH:67][CH:66]=2)=[CH:44][CH:43]=1. Procedure: N-hydroxyphthalimide (0.7 g, 4.3 mmol) and triphenylphosphine (1.1 g, 4.2 mmol) were added to a solution of 11-(4,4′-dimethoxytrityloxy)-3,6,9-trioxaundecanol (2.0 g, 4.0 mmol) in THF (60 mL). Diethylazodicarboxylate (DEAD, 0.7 mL, 3.6 mmol) was added dropwise and the stirring was continued overnight at ambient temperature. The reaction mixture was evaporated to an oil, applied onto a silica gel column, and eluted with a linear gradient from neat CH2Cl2 to a 97:3 (v/v) mixture of CH2Cl2 and MeOH...